Dataset: the Open Reaction Database (ORD), a public repository of structured organic reaction records. Task: describe an organic reaction: reactants, conditions, products, and yield Reactants: [Cl-].[Al+3].[Cl-].[Cl-] (aluminum chloride), COC1=C2N=CC=NC2=C(C=C1)OC (5,8-dimethoxyquinoxaline). Solvent: C1=CC=CC=C1 (benzene). The product is OC1=C2N=CC=NC2=C(C=C1)O (5,8-dihydroxyquinoxaline). Yield: 70.5%. RXN SMILES: C[O:2][C:3]1[CH:12]=[CH:11][C:10]([O:13]C)=[C:9]2[C:4]=1[N:5]=[CH:6][CH:7]=[N:8]2.[Cl-].[Al+3].[Cl-].[Cl-]>C1C=CC=CC=1>[OH:13][C:10]1[CH:11]=[CH:12][C:3]([OH:2])=[C:4]2[C:9]=1[N:8]=[CH:7][CH:6]=[N:5]2 |f:1.2.3.4|. Procedure: 4 g (0.021 mol) of 5,8-dimethoxyquinoxaline was refluxed for 2 hours under heating in 50 ml of benzene together with 20 g of aluminum chloride. After allowing to cool to room temperature, the reaction solution was extracted with ethyl acetate, and the extract was dried and concentrated. Recrystallization of the residue from ethyl acetate gave 2.4 g (71%) of the end product. m.p. 234°-236° C. The reactants are C[Si](C)(C)[N-][Si](C)(C)C.[Na+] (NaHMDS), ClC1=C(C=CC(=C1)Cl)C=1N2C(OC1C)=C(C(=N2)C)C(CCC)=O (1-[3-(2,4-dichloro-phenyl)-2,6-dimethyl-pyrazolo[5,1-b]oxazol-7-yl]-butan-1-one). Reagents/catalysts: [Br-].C[P+](C1=CC=CC=C1)(C1=CC=CC=C1)C1=CC=CC=C1 (methyltriphenylphosphonium bromide). The solvent is C1CCOC1 (THF). Reaction conditions: time 10 minute. Product: ClC1=C(C=CC(=C1)Cl)C=1N2C(OC1C)=C(C(=N2)C)C(CCC)=C (3-(2,4-Dichloro-phenyl)-2,6-dimethyl-7-(1-methylene-butyl)-pyrazolo[5,1-b]oxazole). RXN SMILES: [CH3:1][Si]([N-][Si](C)(C)C)(C)C.[Na+].[Cl:11][C:12]1[CH:17]=[C:16]([Cl:18])[CH:15]=[CH:14][C:13]=1[C:19]1[N:20]2[N:27]=[C:26]([CH3:28])[C:25]([C:29](=O)[CH2:30][CH2:31][CH3:32])=[C:21]2[O:22][C:23]=1[CH3:24]>[Br-].C[P+](C1C=CC=CC=1)(C1C=CC=CC=1)C1C=CC=CC=1.C1COCC1>[Cl:11][C:12]1[CH:17]=[C:16]([Cl:18])[CH:15]=[CH:14][C:13]=1[C:19]1[N:20]2[N:27]=[C:26]([CH3:28])[C:25]([C:29](=[CH2:1])[CH2:30][CH2:31][CH3:32])=[C:21]2[O:22][C:23]=1[CH3:24] |f:0.1,3.4|. Procedure details: To a suspension of methyltriphenylphosphonium bromide (0.814 g, 2.278 mmol) in THF (8 ml) is added 1.0M NaHMDS (in THF) (2.278 ml, 2.278 mmol) generating a yellow reaction mixture. After stirring at RT for 10 minutes, 1-[3-(2,4-dichloro-phenyl)-2,6-dimethyl-pyrazolo[5,1-b]oxazol-7-yl]-butan-1-one (0.400 g, 1.139 mmol) is added and the reaction mixture is stirred at RT for 16 hours: a tan solution turning brown O/N. The reaction is quenched with ammonium chloride (sat. aq. 2 ml). The reaction mix... Reactants: FC1=C(C(=CC=C1)O)C1CC(C(N1CC1=CC=C(C=C1)OC(F)(F)F)=O)C (5-(2-fluoro-6-hydroxyphenyl)-3-methyl-1-(4-(trifluoromethoxy)benzyl)pyrrolidin-2-one), FCCI (1-fluoro-2-iodoethane), C([O-])([O-])=O.[K+].[K+] (potassium carbonate), C([O-])([O-])=O.[Cs+].[Cs+] (cesium carbonate). Solvent: CN(C)C=O (DMF). Reaction conditions: time 17 hour. The product is FC1=C(C(=CC=C1)OCCF)C1CC(C(N1CC1=CC=C(C=C1)OC(F)(F)F)=O)C (5-(2-fluoro-6-(2-fluoroethoxy)phenyl)-3-methyl-1-(4-(trifluoromethoxy)benzyl)pyrrolidin-2-one). As a reaction SMILES: [F:1][C:2]1[CH:7]=[CH:6][CH:5]=[C:4]([OH:8])[C:3]=1[CH:9]1[N:13]([CH2:14][C:15]2[CH:20]=[CH:19][C:18]([O:21][C:22]([F:25])([F:24])[F:23])=[CH:17][CH:16]=2)[C:12](=[O:26])[CH:11]([CH3:27])[CH2:10]1.[F:28][CH2:29][CH2:30]I.C(=O)([O-])[O-].[K+].[K+].C(=O)([O-])[O-].[Cs+].[Cs+]>CN(C=O)C>[F:1][C:2]1[CH:7]=[CH:6][CH:5]=[C:4]([O:8][CH2:30][CH2:29][F:28])[C:3]=1[CH:9]1[N:13]([CH2:14][C:15]2[CH:20]=[CH:19][C:18]([O:21][C:22]([F:23])([F:24])[F:25])=[CH:17][CH:16]=2)[C:12](=[O:26])[CH:11]([CH3:27])[CH2:10]1 |f:2.3.4,5.6.7|. Procedure: A mixture of 5-(2-fluoro-6-hydroxyphenyl)-3-methyl-1-(4-(trifluoromethoxy)benzyl)pyrrolidin-2-one (preparation described in example 413; 50 mg; 0.13 mmol), 1-fluoro-2-iodoethane (23 mg; 0.13 mmol), potassium carbonate (36 mg; 0.26 mmol), and cesium carbonate (8.5 mg; 0.026 mmol) in anh. DMF (0.7 ml) was stirred at rt, under nitrogen, for 17 h. Subsequent filtration and purification by preparative HPLC afforded the target compound. LC-MS (conditions A): tR=0.92 min.; [M+H]+: 429.96 g/mol. The reactants are ClC1=NC(=CC(=N1)NCC=1C(=NC2=C(C=CC=C2C1)C)C1=CC=CC=C1)C (2-Chloro-6-methyl-N-[(8-methyl-2-phenylquinolin-3-yl)methyl]pyrimidin-4-amine), Cl.CN (methylamine hydrochloride), CCN(C(C)C)C(C)C (DIPEA). The solvent is CN1CCCC1=O (NMP). Reaction conditions: temperature 220 celsius. The product is CNC1=NC(=CC(=N1)NCC=1C(=NC2=C(C=CC=C2C1)C)C1=CC=CC=C1)C (N2,6-Dimethyl-N4-[(8-methyl-2-phenylquinolin-3-yl)methyl]pyrimidine-2,4-diamine). Yield: 44.0%. As a reaction SMILES: Cl[C:2]1[N:7]=[C:6]([NH:8][CH2:9][C:10]2[C:11]([C:21]3[CH:26]=[CH:25][CH:24]=[CH:23][CH:22]=3)=[N:12][C:13]3[C:18]([CH:19]=2)=[CH:17][CH:16]=[CH:15][C:14]=3[CH3:20])[CH:5]=[C:4]([CH3:27])[N:3]=1.Cl.CN.C[CH2:32][N:33](C(C)C)C(C)C>CN1C(=O)CCC1>[CH3:32][NH:33][C:2]1[N:7]=[C:6]([NH:8][CH2:9][C:10]2[C:11]([C:21]3[CH:26]=[CH:25][CH:24]=[CH:23][CH:22]=3)=[N:12][C:13]3[C:18]([CH:19]=2)=[CH:17][CH:16]=[CH:15][C:14]=3[CH3:20])[CH:5]=[C:4]([CH3:27])[N:3]=1 |f:1.2|. Procedure details: To a solution of Example 75 (50 mg, 0.13 mmol) in NMP (2 mL) was added methylamine hydrochloride (18 mg, 0.26 mmol) and DIPEA (0.5 mL). The mixture was heated in a microwave at 220° C. for 2 h. Purification by preparative HPLC (Method 1) gave the title compound as an off-white solid (23 mg, 44%). δH (CDCl3) 8.17 (s, 1H), 7.63-7.70 (m, 3H), 7.38-7.57 (m, 5H), 5.47 (s, 1H), 4.80-4.95 (m, 2H), 4.69 (d, J 5.8 Hz, 2H), 2.91 (d, J 5.1 Hz, 3H), 2.81 (s, 3H), 2.14 (s, 3H). LCMS (ES+) 370.2 (M+H)+, RT 2.... RXN SMILES: [NH2:1][C:2]1[CH:15]=[CH:14][CH:13]=[CH:12][C:3]=1[C:4]([N:6]([CH2:10][CH3:11])[CH2:7][CH2:8][CH3:9])=[O:5].[CH2:16]([NH:18][CH2:19][CH2:20]C)[CH3:17].C12C(=CC=CC=1)[NH:27]C(=O)OC2=O>>[NH:27]1[CH2:20][CH2:19][N:18]=[C:16]1[CH2:17][NH:1][C:2]1[CH:15]=[CH:14][CH:13]=[CH:12][C:3]=1[C:4]([N:6]([CH2:10][CH3:11])[CH2:7][CH2:8][CH3:9])=[O:5]. Starting materials: NC1=C(C(=O)N(CCC)CC)C=CC=C1 (2-Amino-N-ethyl-N-propylbenzamide), C(C)NCCC (N-ethylpropylamine), C1=2C(=O)OC(NC1=CC=CC2)=O (isatoic anhydride). The product is N1C(=NCC1)CNC1=C(C(=O)N(CCC)CC)C=CC=C1 (2-[(4,5-Dihydro-1H-imidazol-2-ylmethyl)amino]-N-ethyl-N-propylbenzamide). Procedure details: 2-Amino-N-ethyl-N-propylbenzamide (prepared from N-ethylpropylamine and isatoic anhydride, using the methods described in Example 17) and CMI were reacted using conditions described in the general procedure for CMI coupling to give 2-[(4,5-Dihydro-1H-imidazol-2-ylmethyl)amino]-N-ethyl-N-propylbenzamide.